From a dataset of the Open Reaction Database (ORD), a public repository of structured organic reaction records. describe an organic reaction: reactants, conditions, products, and yield Reactants: ( 2.07 ), CC(C(=O)OC)(C(=O)C1=CC=C(C=C1)Cl)COS(=O)(=O)C (methyl 2-methyl-2-mesyloxymethyl-3-(4-chlorophenyl)-3-keto-propanoate), O.NN (hydrazine hydrate), C(C)(=O)O (acetic acid), C(C)(=O)[O-].[Na+] (sodium acetate), [OH-].[Na+] (NaOH). Run in O (water), CO (methanol), C(C)OCC (ethyl ether). Conditions: time 45 minute. Yields the product ClC1=CC=C(C=C1)C1=NNCC1(C)C(=O)OC (3-(4-chlorophenyl)-4-carbomethoxy-4-methyl-4,5-dihydro-1H-pyrazole). As a reaction SMILES: [CH3:1][C:2]([CH2:16]OS(C)(=O)=O)([C:7]([C:9]1[CH:14]=[CH:13][C:12]([Cl:15])=[CH:11][CH:10]=1)=O)[C:3]([O:5][CH3:6])=[O:4].C(O)(=O)C.C([O-])(=O)C.[Na+].O.[NH2:32][NH2:33].[OH-].[Na+]>C(OCC)C.O.CO>[Cl:15][C:12]1[CH:13]=[CH:14][C:9]([C:7]2[C:2]([C:3]([O:5][CH3:6])=[O:4])([CH3:1])[CH2:16][NH:33][N:32]=2)=[CH:10][CH:11]=1 |f:2.3,4.5,6.7|. Reported procedure: Into a 5 liter RBF was added 700 g (2.07) mole) of methyl 2-methyl-2-mesyloxymethyl-3-(4-chlorophenyl)-3-keto-propanoate and 1700 ml of methanol. The slurry is warmed to 50° C. whereon, 248 g (4.14 mole) of acetic acid and 186 g (2.28 mole) of sodium acetate are added. Without further heating, 207 g (4.14 mole) of hydrazine hydrate is added over 20 minutes and the temperature is allowed to rise to reflux. After the addition, the mixture is allowed to stir for 45 minutes whereon the temperature h... The reactants are [Br-], O=C([O-])[O-], [Li]CCCC, COCCOC, c1ccc([P+](CC2CC2)(c2ccccc2)c2ccccc2)cc1, Fc1ccc(-c2cn3ccnc(Cl)c3n2)cc1, [Na+], [Na+], O. The product is Fc1ccc(-c2cn3ccnc(CC4CC4)c3n2)cc1. Reaction SMILES: [Br-:1].[C:47](=[O:48])([O-:49])[O-:50].[CH2:25]([Li:26])[CH2:27][CH2:28][CH3:29].[CH3:53][O:54][CH2:55][CH2:56][O:57][CH3:58].[CH:2]1([CH2:5][P+:6]([c:7]2[cH:8][cH:9][cH:10][cH:11][cH:12]2)([c:13]2[cH:14][cH:15][cH:16][cH:17][cH:18]2)[c:19]2[cH:20][cH:21][cH:22][cH:23][cH:24]2)[CH2:3][CH2:4]1.[Cl:30][c:31]1[c:32]2[n:33]([cH:34][cH:35][n:36]1)[cH:37][c:38](-[c:40]1[cH:41][cH:42][c:43]([F:46])[cH:44][cH:45]1)[n:39]2.[Na+:51].[Na+:52].[OH2:59]>>[CH:2]1([CH2:5][c:31]2[c:32]3[n:33]([cH:34][cH:35][n:36]2)[cH:37][c:38](-[c:40]2[cH:41][cH:42][c:43]([F:46])[cH:44][cH:45]2)[n:39]3)[CH2:3][CH2:4]1. Starting materials: C(=O)C1=C(NC(=C1C)C)C(=O)OC (methyl 3-formyl-4,5-dimethylpyrrole-2-carboxylate), BrCC#C (3-bromo-1-propyne). Reaction SMILES: [CH:1]([C:3]1[C:7]([CH3:8])=[C:6]([CH3:9])[NH:5][C:4]=1[C:10]([O:12][CH3:13])=[O:11])=[O:2].Br[CH2:15][C:16]#[CH:17]>>[CH:1]([C:3]1[C:7]([CH3:8])=[C:6]([CH3:9])[N:5]([CH2:17][C:16]#[CH:15])[C:4]=1[C:10]([O:12][CH3:13])=[O:11])=[O:2]. Procedure details: The title compound was prepared as white crystals in 89.3% yeild in a similar procedure to that described in Referential Example 9 by using methyl 3-formyl-4,5-dimethylpyrrole-2-carboxylate and 3-bromo-1-propyne. Product: C(=O)C1=C(N(C(=C1C)C)CC#C)C(=O)OC (Methyl 3-formyl-4,5-dimethyl-1-(2-propynyl)pyrrole-2-carboxylate). The reactants are [Al+3], CO, ClCCl, [H-], [H-], [H-], [H-], [Li+], [Na+], C1CCOC1, [OH-], O, NC(=O)C1CN(c2ccccc2)CCN1Cc1ccccc1. Product: NCC1CN(c2ccccc2)CCN1Cc1ccccc1. RXN SMILES: [Al+3:24].[CH3:40][OH:41].[Cl:37][CH2:38][Cl:39].[H-:23].[H-:26].[H-:27].[H-:28].[Li+:25].[Na+:31].[O:32]1[CH2:33][CH2:34][CH2:35][CH2:36]1.[OH-:30].[OH2:29].[c:1]1([N:7]2[CH2:8][CH:9]([C:20](=[O:21])[NH2:22])[N:10]([CH2:13][c:14]3[cH:15][cH:16][cH:17][cH:18][cH:19]3)[CH2:11][CH2:12]2)[cH:2][cH:3][cH:4][cH:5][cH:6]1>>[c:1]1([N:7]2[CH2:8][CH:9]([CH2:20][NH2:22])[N:10]([CH2:13][c:14]3[cH:15][cH:16][cH:17][cH:18][cH:19]3)[CH2:11][CH2:12]2)[cH:2][cH:3][cH:4][cH:5][cH:6]1.